From a dataset of the Open Reaction Database (ORD), a public repository of structured organic reaction records. describe an organic reaction: reactants, conditions, products, and yield Conditions: time 10 minute. RXN SMILES: [ClH:1].[O:2]1[C:11]2[CH:10]=[C:9]([CH2:12][NH:13][C@H:14]3[CH2:18][CH2:17][NH:16][CH2:15]3)[N:8]=[CH:7][C:6]=2[O:5][CH2:4][CH2:3]1.C[O-].[Na+].CO.[F:24][C:25]1[CH:34]=[C:33]2[C:28]([CH:29]=[CH:30][C:31](=[O:38])[N:32]2[CH2:35][CH:36]=O)=[N:27][CH:26]=1.C([BH3-])#N.[Na+].C(=O)([O-])O.[Na+]>CO.C(OCC)(=O)C.C(O)(=O)C>[ClH:1].[O:2]1[C:11]2[CH:10]=[C:9]([CH2:12][NH:13][C@H:14]3[CH2:18][CH2:17][N:16]([CH2:36][CH2:35][N:32]4[C:33]5[C:28](=[N:27][CH:26]=[C:25]([F:24])[CH:34]=5)[CH:29]=[CH:30][C:31]4=[O:38])[CH2:15]3)[N:8]=[CH:7][C:6]=2[O:5][CH2:4][CH2:3]1 |f:0.1,2.3.4,6.7,8.9,13.14|. Reported procedure: To a solution of 62 mg of (3S)—N-(2,3-dihydro(1,4)dioxino(2,3-c)pyridin-7-ylmethyl)pyrrolidin-3-amine hydrochloride in 3 mL of methanol, 0.10 g of a 28% sodium methoxide/methanol solution, 37 mg of (7-fluoro-2-oxo-1,5-naphthyridin-1(2H)-yl)acetaldehyde, 60 μL of acetic acid, 0.12 g of molecular sieves 3 A and 11 mg of sodium cyanoborohydride were added at room temperature, and the mixture was stirred at the same temperature for 1 hour 10 minutes. To the reaction mixture, a saturated aqueous sodi... The solvent is C(C)(=O)OCC (ethyl acetate), CO (methanol), C(C)(=O)O (acetic acid). Isolated yield 39.8%. Product: Cl.O1CCOC=2C=NC(=CC21)CN[C@@H]2CN(CC2)CCN2C(C=CC1=NC=C(C=C21)F)=O (1-(2-((3S)-3-((2,3-dihydro(1,4)dioxino(2,3-c)pyridin-7-ylmethyl)amino)pyrrolidin-1-yl)ethyl)-7-fluoro-1,5-naphthyridin-2(1H)-one hydrochloride). The reactants are C(O)([O-])=O.[Na+] (sodium hydrogen carbonate), Cl.O1CCOC=2C=NC(=CC21)CN[C@@H]2CNCC2 ((3S)—N-(2,3-dihydro(1,4)dioxino(2,3-c)pyridin-7-ylmethyl)pyrrolidin-3-amine hydrochloride), C[O-].[Na+].CO (sodium methoxide methanol), FC1=CN=C2C=CC(N(C2=C1)CC=O)=O ((7-fluoro-2-oxo-1,5-naphthyridin-1(2H)-yl)acetaldehyde), C(#N)[BH3-].[Na+] (sodium cyanoborohydride).